describe an organic reaction: reactants, conditions, products, and yield From a dataset of the Open Reaction Database (ORD), a public repository of structured organic reaction records. The reactants are C#CCBr, Cc1scc2c1Nc1ccccc1NC2=O, [Li]CCCC, C1CCOC1. Yields the product C#CCN1c2ccccc2NC(=O)c2csc(C)c21. Reaction SMILES: [Br:17][CH2:18][C:19]#[CH:20].[CH3:1][c:2]1[s:3][cH:4][c:5]2[c:6]1[NH:7][c:8]1[c:9]([cH:13][cH:14][cH:15][cH:16]1)[NH:10][C:11]2=[O:12].[Li:21][CH2:22][CH2:23][CH2:24][CH3:25].[O:26]1[CH2:27][CH2:28][CH2:29][CH2:30]1>>[CH3:1][c:2]1[s:3][cH:4][c:5]2[c:6]1[N:7]([CH2:20][C:19]#[CH:18])[c:8]1[c:9]([cH:13][cH:14][cH:15][cH:16]1)[NH:10][C:11]2=[O:12]. Starting materials: CI (methyl iodide), [Na] (sodium), C1(=CC=CC=C1)C1OCC(CO1)O (2-phenyl-5-hydroxy-1,3-dioxane), [H-].[Na+] (sodium hydride). Solvent: CN(C=O)C (dimethylformamide), CN(C=O)C (dimethylformamide), ClCCl (dichloromethane). Conditions: temperature 50 celsius, time 5 hour. Yields the product C1(=CC=CC=C1)C1OCC(CO1)OC (2-phenyl-5-methoxy-1,3-dioxane). Isolated yield 75.0%. As a reaction SMILES: [Na].[C:2]1([CH:8]2[O:13][CH2:12][CH:11]([OH:14])[CH2:10][O:9]2)[CH:7]=[CH:6][CH:5]=[CH:4][CH:3]=1.[H-].[Na+].[CH3:17]I>CN(C)C=O.ClCCl>[C:2]1([CH:8]2[O:13][CH2:12][CH:11]([O:14][CH3:17])[CH2:10][O:9]2)[CH:3]=[CH:4][CH:5]=[CH:6][CH:7]=1 |f:2.3,^1:0|. Reported procedure: 10 g of the sodium salt of 1b, obtained by reaction with sodium hydride in dimethylformamide, was treated with 16 g of methyl iodide. The mixture was stirred at 50° C. for 5 hours, and the dimethylformamide was eliminated in vacuo. The residue was dissolved in dichloromethane, washed and dried. The solvent was evaporated off and the product was chromatographed on silica gel (eluent : dichloromethane) to give 2b. Reactants: CC(C)(C)c1cc(C(=O)c2cc[nH]c2)cc(C(C)(C)C)c1O, CCI, CN(C)C=O, Cl, [H-], [Na+]. The product is CCn1ccc(C(=O)c2cc(C(C)(C)C)c(O)c(C(C)(C)C)c2)c1. Reaction SMILES: [C:1]([CH3:2])([CH3:3])([CH3:4])[c:5]1[cH:6][c:7]([C:8](=[O:9])[c:10]2[cH:11][nH:12][cH:13][cH:14]2)[cH:15][c:16]([C:19]([CH3:20])([CH3:21])[CH3:22])[c:17]1[OH:18].[CH2:25]([CH3:26])[I:27].[CH3:29][N:30]([CH3:31])[CH:32]=[O:33].[ClH:28].[H-:23].[Na+:24]>>[C:1]([CH3:2])([CH3:3])([CH3:4])[c:5]1[cH:6][c:7]([C:8](=[O:9])[c:10]2[cH:11][n:12]([CH2:25][CH3:26])[cH:13][cH:14]2)[cH:15][c:16]([C:19]([CH3:20])([CH3:21])[CH3:22])[c:17]1[OH:18]. The reactants are NC1=C(C(=NN1C1=C(C=C(C=C1Cl)C(F)(F)F)Cl)C(N)=NO)SC (5-Amino-1-(2,6-dichloro-4-trifluoromethylphenyl)-4-methylthio-3-pyrazolecarboxamide oxime), C(OC)(OC)OC (trimethyl orthoformate), O.C1(=CC=C(C=C1)S(=O)(=O)O)C (p-toluenesulfonic acid monohydrate). The product is ClC1=C(C(=CC(=C1)C(F)(F)F)Cl)N1N=C(C(=C1N=COC)SC)C1=NOC=N1 (1-(2,6-Dichloro-4-trifluoromethylphenyl)-5-methoxymethylideneamino-4-methylthio-3-(1,2,4-oxadiazol -3-yl)pyrazole). Isolated yield 74.0%. As a reaction SMILES: [NH2:1][C:2]1[N:6]([C:7]2[C:12]([Cl:13])=[CH:11][C:10]([C:14]([F:17])([F:16])[F:15])=[CH:9][C:8]=2[Cl:18])[N:5]=[C:4]([C:19](=[N:21][OH:22])[NH2:20])[C:3]=1[S:23][CH3:24].O.[C:26]1(C)C=CC(S(O)(=O)=O)=CC=1.[CH:37](OC)(OC)[O:38][CH3:39]>>[Cl:18][C:8]1[CH:9]=[C:10]([C:14]([F:16])([F:17])[F:15])[CH:11]=[C:12]([Cl:13])[C:7]=1[N:6]1[C:2]([N:1]=[CH:37][O:38][CH3:39])=[C:3]([S:23][CH3:24])[C:4]([C:19]2[N:20]=[CH:26][O:22][N:21]=2)=[N:5]1 |f:1.2|. Procedure: 5-Amino-1-(2,6-dichloro-4-trifluoromethylphenyl)-4-methylthio-3-pyrazolecarboxamide oxime (1.77 g, 4.4 mmol) was dissolved in 25 ml of trimethyl orthoformate, and then p-toluenesulfonic acid monohydrate (130 mg) was added at room temperature. The mixture was heated. under reflux for 2 hours. The trimethyl orthoformate was distilled off under reduced pressure and the residue was dissolved in 60 ml of ethyl acetate. After the solution was washed with 120 ml of an aqueous saturated sodium chloride ... Reactants: C1(CC1)CN1N=C(C=C1)C1=CC=C(C#N)C=C1 (4-(1-cyclopropylmethyl-1H-pyrazol-3-yl)-benzonitrile). Reagents/catalysts: Cl (hydrochloric acid), [Pd] (Pd/C). Solvent: CO (methanol). Yields the product C1(CC1)CN1N=C(C=C1)C1=CC=C(CN)C=C1 (4-(1-Cyclopropylmethyl-1H-pyrazol-3-yl)-benzylamine). The yield is 79.2%. Reaction SMILES: [CH:1]1([CH2:4][N:5]2[CH:9]=[CH:8][C:7]([C:10]3[CH:17]=[CH:16][C:13]([C:14]#[N:15])=[CH:12][CH:11]=3)=[N:6]2)[CH2:3][CH2:2]1>CO.Cl.[Pd]>[CH:1]1([CH2:4][N:5]2[CH:9]=[CH:8][C:7]([C:10]3[CH:11]=[CH:12][C:13]([CH2:14][NH2:15])=[CH:16][CH:17]=3)=[N:6]2)[CH2:3][CH2:2]1. Procedure: Bubble nitrogen into a solution of 4-(1-cyclopropylmethyl-1H-pyrazol-3-yl)-benzonitrile (256 mg, 1.15 mmol) in methanol (48 mL) with 5 drops of concentrated hydrochloric acid for 10 min. Add 10% Pd/C (Degussa type, 48 mg) and submit the mixture to hydrogenation at atmospheric pressure overnight. Filter the mixture over Celite® and concentrate in vacuo. Add saturated aqueous NaHCO3 and extract twice with AcOEt. Dry the combined organic extracts over MgSO4, filter and concentrate in vacuo to give ...